This data is from the Open Reaction Database (ORD), a public repository of structured organic reaction records. The task is: describe an organic reaction: reactants, conditions, products, and yield Reactants: NC1=NNC=2C(N(CCC21)C2=CC=C(C=C2)C)=O (3-amino-5,6-dihydro-6-N-(p-tolyl)-1H-pyrazolo[3,4-c]pyridin-7(4H)-one), C([O-])([O-])=O.[K+].[K+] (potassium carbonate), ClCCC(=O)N1CCN(CC1)C1=CC=C(C=C1)Cl (3-chloro-1-{4-(4-chlorophenyl)piperazin-1-yl}propan-1-one). The product is NC1=NN(C=2C(N(CCC21)C2=CC=C(C=C2)C)=O)C(CCN2CCN(CC2)C2=CC=C(C=C2)Cl)=O (3-amino-1-[{4-(4-chlorophenyl)piperazin-1-yl}propanoyl]-6-N-(p-tolyl)-4,5,6,7-tetrahydro-1-H-pyrazolo[3,4-c]pyridin-7-one). As a reaction SMILES: [NH2:1][C:2]1[C:10]2[CH2:9][CH2:8][N:7]([C:11]3[CH:16]=[CH:15][C:14]([CH3:17])=[CH:13][CH:12]=3)[C:6](=[O:18])[C:5]=2[NH:4][N:3]=1.[C:19](=[O:22])([O-])[O-].[K+].[K+].ClC[CH2:27][C:28]([N:30]1[CH2:35][CH2:34][N:33]([C:36]2[CH:41]=[CH:40][C:39]([Cl:42])=[CH:38][CH:37]=2)[CH2:32][CH2:31]1)=O>>[NH2:1][C:2]1[C:10]2[CH2:9][CH2:8][N:7]([C:11]3[CH:16]=[CH:15][C:14]([CH3:17])=[CH:13][CH:12]=3)[C:6](=[O:18])[C:5]=2[N:4]([C:19](=[O:22])[CH2:27][CH2:28][N:30]2[CH2:31][CH2:32][N:33]([C:36]3[CH:41]=[CH:40][C:39]([Cl:42])=[CH:38][CH:37]=3)[CH2:34][CH2:35]2)[N:3]=1 |f:1.2.3|. Procedure details: A target compound (117.9 mg, 0.239 mmol, 57.5%) was yielded as white solid in the same manner as Example 1 by reacting 3-amino-5,6-dihydro-6-N-(p-tolyl)-1H-pyrazolo[3,4-c]pyridin-7(4H)-one (101 mg, 0.416 mmol) with potassium carbonate (86.2 mg, 0.624 mmol) and 3-chloro-1-{4-(4-chlorophenyl)piperazin-1-yl}propan-1-one (131.2 mg, 0.457 mmol). Reactants: CO, COc1ccc(CN2CCCc3cc(Cc4cc(C5OC(CO)C(O)C(O)C5O)ccc4Cl)ccc32)cc1, Cl. Yields the product OCC1OC(c2ccc(Cl)c(Cc3ccc4c(c3)CCCN4)c2)C(O)C(O)C1O. Reaction SMILES: [CH3:40][OH:41].[Cl:1][c:2]1[c:3]([CH2:19][c:20]2[cH:21][c:22]3[c:27]([cH:28][cH:29]2)[N:26]([CH2:30][c:31]2[cH:32][cH:33][c:34]([O:35][CH3:36])[cH:37][cH:38]2)[CH2:25][CH2:24][CH2:23]3)[cH:4][c:5]([CH:8]2[O:9][CH:10]([CH2:17][OH:18])[CH:11]([OH:16])[CH:12]([OH:15])[CH:13]2[OH:14])[cH:6][cH:7]1.[ClH:39]>>[Cl:1][c:2]1[c:3]([CH2:19][c:20]2[cH:21][c:22]3[c:27]([cH:28][cH:29]2)[NH:26][CH2:25][CH2:24][CH2:23]3)[cH:4][c:5]([CH:8]2[O:9][CH:10]([CH2:17][OH:18])[CH:11]([OH:16])[CH:12]([OH:15])[CH:13]2[OH:14])[cH:6][cH:7]1. Reactants: C(C)N(CCCOC1=CC=C(C=C1)N)CC (4-(3-diethylamino-propoxy)-phenylamine), CC1=C2C(C(NC2=CC=C1)=O)=CO (4-methyl-3-hydroxymethylene-1,3-dihydro-indol-2-one). The solvent is C1CCOC1 (THF). Conditions: temperature 72 celsius. Product: C(C)N(CCCOC1=CC=C(C=C1)NC=C1C(NC2=CC=CC(=C12)C)=O)CC (3-{[4-(3-Diethylamino-propoxy)-phenylamino]-methylene}-4-methyl-1,3-dihydro-indol-2-one). Yield: 52.0%. RXN SMILES: [CH2:1]([N:3]([CH2:15][CH3:16])[CH2:4][CH2:5][CH2:6][O:7][C:8]1[CH:13]=[CH:12][C:11]([NH2:14])=[CH:10][CH:9]=1)[CH3:2].[CH3:17][C:18]1[CH:26]=[CH:25][CH:24]=[C:23]2[C:19]=1[C:20](=[CH:28]O)[C:21](=[O:27])[NH:22]2>C1COCC1>[CH2:15]([N:3]([CH2:1][CH3:2])[CH2:4][CH2:5][CH2:6][O:7][C:8]1[CH:9]=[CH:10][C:11]([NH:14][CH:28]=[C:20]2[C:19]3[C:23](=[CH:24][CH:25]=[CH:26][C:18]=3[CH3:17])[NH:22][C:21]2=[O:27])=[CH:12][CH:13]=1)[CH3:16]. Reported procedure: To a solution of 4-(3-diethylamino-propoxy)-phenylamine (913 mg, 1.3 equiv.) in THF (14 mL) is added 4-methyl-3-hydroxymethylene-1,3-dihydro-indol-2-one (554 mg, 3.17 mmol) in one portion. The resulting reaction mixture is stirred and heated at 72° C. overnight. The reaction solution is cooled to room temperature and partitioned between EtOAc:H2O. The organic layer is collected and washed with saturated aqueous NaHCO3 and dried over anhydrous Na2SO4. The organic phase is filtered and concentrate...